describe an organic reaction: reactants, conditions, products, and yield From a dataset of the Open Reaction Database (ORD), a public repository of structured organic reaction records. The reactants are CCOC(=O)C(CCC(N)=O)NC(=O)OCc1ccccc1, CC#N, CC(C)(C)ON=O. Reaction SMILES: [CH2:1]([CH3:2])[O:3][C:4]([CH:5]([CH2:6][CH2:7][C:8]([NH2:9])=[O:10])[NH:11][C:12](=[O:13])[O:14][CH2:15][c:16]1[cH:17][cH:18][cH:19][cH:20][cH:21]1)=[O:22].[CH3:30][C:31]#[N:32].[N:23](=[O:24])[O:25][C:26]([CH3:27])([CH3:28])[CH3:29]>>[CH2:1]([CH3:2])[O:3][C:4]([CH:5]([CH2:6][CH2:7][C:8](=[O:10])[OH:24])[NH:11][C:12](=[O:13])[O:14][CH2:15][c:16]1[cH:17][cH:18][cH:19][cH:20][cH:21]1)=[O:22]. Product: CCOC(=O)C(CCC(=O)O)NC(=O)OCc1ccccc1. The reactants are CC(C)C(C)(C)N, Cc1ccc(S(=O)(=O)Cl)cc1, c1ccncc1. Product: Cc1ccc(S(=O)(=O)NC(C)(C)C(C)C)cc1. As a reaction SMILES: [CH3:1][C:2]([CH3:3])([CH:4]([CH3:5])[CH3:6])[NH2:7].[S:8](=[O:9])(=[O:10])([c:11]1[cH:12][cH:13][c:14]([CH3:15])[cH:16][cH:17]1)[Cl:18].[cH:19]1[cH:20][cH:21][n:22][cH:23][cH:24]1>>[CH3:1][C:2]([CH3:3])([CH:4]([CH3:5])[CH3:6])[NH:7][S:8](=[O:9])(=[O:10])[c:11]1[cH:12][cH:13][c:14]([CH3:15])[cH:16][cH:17]1. Starting materials: C[Mg]I (Methylmagnesium iodide), BrC=1C=CC=2C3=C(C=NC2C1)N=C(N3CCCC=O)CCC (4-(7-Bromo-2-propyl-1H-imidazo[4,5-c]quinolin-1-yl)butyraldehyde), Cl (hydrochloric acid). Solvent: C1CCOC1 (THF). Run at time 30 minute. The product is BrC=1C=CC=2C3=C(C=NC2C1)N=C(N3CCCC(C)O)CCC (5-(7-bromo-2-propyl-1H-imidazo[4,5-c]quinolin-1-yl)pentan-2-ol). Isolated yield 90.0%. As a reaction SMILES: [Br:1][C:2]1[CH:3]=[CH:4][C:5]2[C:6]3[N:14]([CH2:15][CH2:16][CH2:17][CH:18]=[O:19])[C:13]([CH2:20][CH2:21][CH3:22])=[N:12][C:7]=3[CH:8]=[N:9][C:10]=2[CH:11]=1.[CH3:23][Mg]I.Cl>C1COCC1>[Br:1][C:2]1[CH:3]=[CH:4][C:5]2[C:6]3[N:14]([CH2:15][CH2:16][CH2:17][CH:18]([OH:19])[CH3:23])[C:13]([CH2:20][CH2:21][CH3:22])=[N:12][C:7]=3[CH:8]=[N:9][C:10]=2[CH:11]=1. Reported procedure: 4-(7-Bromo-2-propyl-1H-imidazo[4,5-c]quinolin-1-yl)butyraldehyde (2.77 g, 7.68 mmol) was dissolved in THF (75 mL), stirred at ambient temperature for 30 minutes, and cooled to 0° C. Methylmagnesium iodide (3.33 mL, 9.99 mmol, 3 M in diethyl ether) was added over 5 minutes. The reaction mixture was allowed to warm to ambient temperature. After 2 hours, 10% hydrochloric acid was added and the reaction mixture was concentrated under reduced pressure. The residue was neutralized with saturated aqueo... Reactants: BrC1=C(C(=C(C(=C1O)Br)Br)C(C)(C)C1=CC=C(C=C1)O)Br (tetrabromobisphenol-A), OC1=CC=C(C=C1)C(C)(C)C1=CC=C(C=C1)O (bisphenol-A), OC1=CC=C(C=C1)C(C)(C)C1=CC=C(C=C1)O (bisphenol-A), OC1=CC=C(C=C1)C(C)(C)C1=CC=C(C=C1)O (bisphenol-A), BrBr (Bromine), OC1=CC=C(C=C1)C(C)(C)C1=CC=C(C=C1)O (bisphenol-A). The solvent is CO (methanol). Product: CBr (methyl bromide), OC1=CC=C(C=C1)C(C)(C)C1=CC=C(C=C1)O (bisphenol-A). Reaction SMILES: [OH:1][C:2]1[CH:7]=[CH:6][C:5]([C:8]([C:11]2[CH:16]=[CH:15][C:14]([OH:17])=[CH:13][CH:12]=2)([CH3:10])[CH3:9])=[CH:4][CH:3]=1.BrBr.[Br:20][C:21]1C(O)=C(Br)C(Br)=C(C(C2C=CC(O)=CC=2)(C)C)C=1Br>CO>[CH3:21][Br:20].[OH:1][C:2]1[CH:3]=[CH:4][C:5]([C:8]([C:11]2[CH:12]=[CH:13][C:14]([OH:17])=[CH:15][CH:16]=2)([CH3:10])[CH3:9])=[CH:6][CH:7]=1. Procedure: In a reaction vessel was placed 1000 parts methanol and 230 parts of bisphenol-A. Bromine was fed over a 90 minute period in an amount between 0.99 and 0.995 times the theoretical amount needed to covert the bisphenol-A to tetrabromobisphenol-A. The method for brominating the bisphenol-A was generally in accordance with the method disclosed in U.S. Pat. No. 4,783,556, incorporated herein by references as is fully set forth. The reaction mixture was held at reflux during the bisphenol-A brominati... The reactants are Cc1ccc(S)cc1, CO, ClCCl, CCCI, [Na+], [OH-], O, O=C(OO)c1cccc(Cl)c1. The product is CCCS(=O)(=O)c1ccc(C)cc1. Reaction SMILES: [CH3:1][c:2]1[cH:3][cH:4][c:5]([SH:8])[cH:6][cH:7]1.[CH3:26][OH:27].[Cl:29][CH2:30][Cl:31].[I:11][CH2:12][CH2:13][CH3:14].[Na+:10].[OH-:9].[OH2:28].[OH:15][O:16][C:17]([c:18]1[cH:19][c:20]([Cl:21])[cH:22][cH:23][cH:24]1)=[O:25]>>[CH3:1][c:2]1[cH:3][cH:4][c:5]([S:8](=[O:9])([CH2:12][CH2:13][CH3:14])=[O:15])[cH:6][cH:7]1. Reactants: Cl (HCl), C(C)OC(CCN1C(N(C(=C1)C1=CC=C(C=C1)F)C1=CC=C(C=C1)Cl)=S)=O (3-(1-(4-chlorophenyl)-5-(4-fluorophenyl)-1,2-dihydro-2-thioxoimidazol-3-yl)propionic acid ethyl ester), O.[OH-].[Li+] (lithium hydroxide hydrate), O (water). Solvent: O1CCOCC1 (1,4-dioxane). Conditions: time 3 hour. The product is ClC1=CC=C(C=C1)N1C(N(C=C1C1=CC=C(C=C1)F)CCC(=O)O)=S (3-(1-(4-chlorophenyl)-5-(4-fluorophenyl)-1,2-dihydro-2-thioxoimidazol-3-yl)propionic acid). RXN SMILES: C([O:3][C:4](=[O:27])[CH2:5][CH2:6][N:7]1[CH:11]=[C:10]([C:12]2[CH:17]=[CH:16][C:15]([F:18])=[CH:14][CH:13]=2)[N:9]([C:19]2[CH:24]=[CH:23][C:22]([Cl:25])=[CH:21][CH:20]=2)[C:8]1=[S:26])C.O.[OH-].[Li+].O.Cl>O1CCOCC1>[Cl:25][C:22]1[CH:23]=[CH:24][C:19]([N:9]2[C:10]([C:12]3[CH:17]=[CH:16][C:15]([F:18])=[CH:14][CH:13]=3)=[CH:11][N:7]([CH2:6][CH2:5][C:4]([OH:27])=[O:3])[C:8]2=[S:26])=[CH:20][CH:21]=1 |f:1.2.3|. Procedure: A mixture of 3-(1-(4-chlorophenyl)-5-(4-fluorophenyl)-1,2-dihydro-2-thioxoimidazol-3-yl)propionic acid ethyl ester (1 eq) and lithium hydroxide hydrate (1.2 eq) is dissolved in 1,4-dioxane:water (4/1:v/v) and allowed to stir at room temperature for 3 hours. The reaction mixture is neutralized with aqueous 2N HCl and extracted with ethyl acetate. The organics are dried and concentrated under vacuum to give 3-(1-(4-chlorophenyl)-5-(4-fluorophenyl)-1,2-dihydro-2-thioxoimidazol-3-yl)propionic acid. Starting materials: CC#CCOc1cc(C#CCN2CCOCC2)cc(Sc2ccc(OCC(=O)OCC)c(C)c2)c1, CCO, Cl, [Na+], [OH-]. Product: CC#CCOc1cc(C#CCN2CCOCC2)cc(Sc2ccc(OCC(=O)O)c(C)c2)c1. RXN SMILES: [CH2:1]([CH3:2])[O:3][C:4]([CH2:5][O:6][c:7]1[c:8]([CH3:34])[cH:9][c:10]([S:13][c:14]2[cH:15][c:16]([O:29][CH2:30][C:31]#[C:32][CH3:33])[cH:17][c:18]([C:20]#[C:21][CH2:22][N:23]3[CH2:24][CH2:25][O:26][CH2:27][CH2:28]3)[cH:19]2)[cH:11][cH:12]1)=[O:35].[CH3:39][CH2:40][OH:41].[ClH:38].[Na+:37].[OH-:36]>>[O:3]=[C:4]([CH2:5][O:6][c:7]1[c:8]([CH3:34])[cH:9][c:10]([S:13][c:14]2[cH:15][c:16]([O:29][CH2:30][C:31]#[C:32][CH3:33])[cH:17][c:18]([C:20]#[C:21][CH2:22][N:23]3[CH2:24][CH2:25][O:26][CH2:27][CH2:28]3)[cH:19]2)[cH:11][cH:12]1)[OH:35]. Reactants: CCN(CC)C(=O)c1ccc(O)c(OC)c1, CC(C)=CCCC(C)=CCBr. Yields the product CCN(CC)C(=O)c1ccc(OCC=C(C)CCC=C(C)C)c(OC)c1. As a reaction SMILES: [CH2:12]([CH3:13])[N:14]([C:15]([c:16]1[cH:17][c:18]([O:19][CH3:20])[c:21]([OH:22])[cH:23][cH:24]1)=[O:25])[CH2:26][CH3:27].[CH2:1]([CH:2]=[C:3]([CH3:4])[CH2:5][CH2:6][CH:7]=[C:8]([CH3:9])[CH3:10])[Br:11]>>[CH2:1]([CH:2]=[C:3]([CH3:4])[CH2:5][CH2:6][CH:7]=[C:8]([CH3:9])[CH3:10])[O:22][c:21]1[c:18]([O:19][CH3:20])[cH:17][c:16]([C:15]([N:14]([CH2:12][CH3:13])[CH2:26][CH3:27])=[O:25])[cH:24][cH:23]1. Reactants: N(=NC(=O)N1CCCCC1)C(=O)N1CCCCC1 (1,1′-(Azodicarbonyl)dipiperidine), C(C)OC(COC1=C(C=C(C=C1)SCC1=CC(=CC(=C1)O)Br)C)=O ([4-(3-Bromo-5-hydroxy-benzylsulfanyl)-2-methyl-phenoxy]-acetic acid ethyl ester), C1(CC1)CO (cyclopropylcarbinol), C(CCC)P(CCCC)CCCC (tributylphosphine). The solvent is C1CCOC1 (THF), C1CCOC1 (THF). Conditions: time 16 hour. The product is C(C)OC(COC1=C(C=C(C=C1)SCC1=CC(=CC(=C1)OCC1CC1)Br)C)=O ([4-(3-Bromo-5-cyclopropylmethoxy-benzylsulfanyl)-2-methyl-phenoxy]-acetic Acid Ethyl Ester). Reaction SMILES: [CH2:1]([O:3][C:4](=[O:24])[CH2:5][O:6][C:7]1[CH:12]=[CH:11][C:10]([S:13][CH2:14][C:15]2[CH:20]=[C:19]([OH:21])[CH:18]=[C:17]([Br:22])[CH:16]=2)=[CH:9][C:8]=1[CH3:23])[CH3:2].[CH:25]1([CH2:28]O)[CH2:27][CH2:26]1.C(P(CCCC)CCCC)CCC.N(C(N1CCCCC1)=O)=NC(N1CCCCC1)=O>C1COCC1>[CH2:1]([O:3][C:4](=[O:24])[CH2:5][O:6][C:7]1[CH:12]=[CH:11][C:10]([S:13][CH2:14][C:15]2[CH:20]=[C:19]([O:21][CH2:28][CH:25]3[CH2:27][CH2:26]3)[CH:18]=[C:17]([Br:22])[CH:16]=2)=[CH:9][C:8]=1[CH3:23])[CH3:2]. Procedure: [4-(3-Bromo-5-hydroxy-benzylsulfanyl)-2-methyl-phenoxy]-acetic acid ethyl ester (1.0 g; 2.43 mmol), cyclopropylcarbinol (175 mg; 2.43 mmol) and tributylphosphine (1.07 mL; 4.38 mmol) was dissolved in THF (100 mL) in a dried reaction flask under an atmosphere of nitrogen. 1,1′-(Azodicarbonyl)dipiperidine (1.1 g; 4.38 mmol) dissolved in THF (20 mL) was added to the reaction mixture, which was stirred at room temperature for 16 hours. The reaction mixture was filtered, evaporated to dryness and pur... Reactants: C1=CCCCC1 (cyclohexene), C(C)(=O)O (acetic acid). Reaction conditions: temperature 100 celsius. The product is C(C)(=O)OC1CCCCC1 (cyclohexyl acetate). RXN SMILES: [CH:1]1[CH2:6][CH2:5][CH2:4][CH2:3][CH:2]=1.[C:7]([OH:10])(=[O:9])[CH3:8]>>[C:7]([O:10][CH:1]1[CH2:6][CH2:5][CH2:4][CH2:3][CH2:2]1)(=[O:9])[CH3:8]. Reported procedure: In a 200 ml autoclave were placed the above-mentioned commercially available dodecatungstosilicic acid 5.0 g, the above-mentioned commercially available acetic acid 61.5 g and the above-mentioned commercially available cyclohexene 13.5 g and nitrogen gas was fed thereinto until the pressure reached 5 kg/cm2 (gauge), and then a reaction was carried out with stirring by heating at 100° C. for 1 hour. The result is shown in Table 1, that is, cyclohexyl acetate was produced in high yield.